Dataset: the Open Reaction Database (ORD), a public repository of structured organic reaction records. Task: describe an organic reaction: reactants, conditions, products, and yield Starting materials: BrC1=CC=C2C(C(N(C2=C1)CC1=CC=C(C=C1)S(=O)(=O)N(C)C)=O)=CC1=CC=NC=C1 (4-(6-Bromo-2-oxo-3-pyridin-4-ylmethylene-2,3-dihydro-indol-1-ylmethyl)-N,N-dimethyl-benzenesulfonamide), Cl.N1=CC=C(C=C1)CCl (4-picolyl chloride hydrochloride), [BH4-].[Na+] (sodium borohydride), [OH-].[K+] (potassium hydroxide). Solvent: CO (methanol), C1CCOC1 (THF). Reaction conditions: time 2 hour. The product is BrC1=CC=C2C(C(N(C2=C1)CC1=CC=C(C=C1)S(=O)(=O)N(C)C)=O)(CC1=CC=NC=C1)CC1=CC=NC=C1 (4-(6-Bromo-2-oxo-3,3-bis-pyridin-4-ylmethyl-2,3-dihydro-indol-1-ylmethyl)-N,N-dimethyl-benzenesulfonamide). Isolated yield 37.6%. As a reaction SMILES: [Br:1][C:2]1[CH:10]=[C:9]2[C:5]([C:6](=[CH:25][C:26]3[CH:31]=[CH:30][N:29]=[CH:28][CH:27]=3)[C:7](=[O:24])[N:8]2[CH2:11][C:12]2[CH:17]=[CH:16][C:15]([S:18]([N:21]([CH3:23])[CH3:22])(=[O:20])=[O:19])=[CH:14][CH:13]=2)=[CH:4][CH:3]=1.[BH4-].[Na+].[OH-].[K+].Cl.[N:37]1[CH:42]=[CH:41][C:40]([CH2:43]Cl)=[CH:39][CH:38]=1>CO.C1COCC1>[Br:1][C:2]1[CH:10]=[C:9]2[C:5]([C:6]([CH2:43][C:40]3[CH:41]=[CH:42][N:37]=[CH:38][CH:39]=3)([CH2:25][C:26]3[CH:27]=[CH:28][N:29]=[CH:30][CH:31]=3)[C:7](=[O:24])[N:8]2[CH2:11][C:12]2[CH:13]=[CH:14][C:15]([S:18]([N:21]([CH3:23])[CH3:22])(=[O:19])=[O:20])=[CH:16][CH:17]=2)=[CH:4][CH:3]=1 |f:1.2,3.4,5.6|. Procedure: 4-(6-Bromo-2-oxo-3-pyridin-4-ylmethylene-2,3-dihydro-indol-1-ylmethyl)-N,N-dimethyl-benzenesulfonamide (1.45 g, 2.92 mmol) was dissolved in a previously degassed solution of 50 ml of methanol and 50 ml of THF under an atmosphere of dry N2. To this solution was added sodium borohydride (177 mg, 4.67 mmol). The reaction was stirred at ambient temperature for 1.5 hours after which time 11.7 ml of aqueous 1.0 N potassium hydroxide (KOH) was added followed by the addition of 4-picolyl chloride hydroc... The reactants are FC1=CC=C(CN(C2=NC=CC=C2)CCN(CCN)C)C=C1 (N-[2-[N-(4-fluorobenzyl)-N-(2-pyridyl)amino]ethyl]-N-methyl-1,2-ethanediamine), C(#N)NC(OC1=CC=CC=C1)=NCCSCC=1N=C(SC1)NC(=N)N (N-cyano-N'-[2-[[(2-guanidino-4-thiazolyl)methyl]thio]ethyl]-O-phenyl-isourea). Yields the product C(#N)NC(=NCCSCC=1N=C(SC1)NC(=N)N)NCCN(C)CCN(C1=NC=CC=C1)CC1=CC=C(C=C1)F (N-cyano-N'-[2-[N-[2-[N-(4-fluorobenzyl)-N-(2-pyridyl)amino]ethyl]-N-methylamino]ethyl]-N"-[2-[[(2-guanidino-4-thiazolyl)methyl]thio]ethyl]guanidine). As a reaction SMILES: [F:1][C:2]1[CH:22]=[CH:21][C:5]([CH2:6][N:7]([CH2:14][CH2:15][N:16]([CH3:20])[CH2:17][CH2:18][NH2:19])[C:8]2[CH:13]=[CH:12][CH:11]=[CH:10][N:9]=2)=[CH:4][CH:3]=1.[C:23]([NH:25][C:26](=[N:34][CH2:35][CH2:36][S:37][CH2:38][C:39]1[N:40]=[C:41]([NH:44][C:45]([NH2:47])=[NH:46])[S:42][CH:43]=1)OC1C=CC=CC=1)#[N:24]>>[C:23]([NH:25][C:26]([NH:19][CH2:18][CH2:17][N:16]([CH2:15][CH2:14][N:7]([CH2:6][C:5]1[CH:21]=[CH:22][C:2]([F:1])=[CH:3][CH:4]=1)[C:8]1[CH:13]=[CH:12][CH:11]=[CH:10][N:9]=1)[CH3:20])=[N:34][CH2:35][CH2:36][S:37][CH2:38][C:39]1[N:40]=[C:41]([NH:44][C:45]([NH2:47])=[NH:46])[S:42][CH:43]=1)#[N:24]. Reported procedure: Preparation is effected analogously to Example 1, using 0.30 g (1.0 mmol) of N-[2-[N-(4-fluorobenzyl)-N-(2-pyridyl)amino]ethyl]-N-methyl-1,2-ethanediamine and the equimolar amount of N-cyano-N'-[2-[[(2-guanidino-4-thiazolyl)methyl]thio]ethyl]-O-phenyl-isourea as starting materials. Working up by chromatography analogously to Example 1 yields the purified title compound in the form of a viscous oil; MS (+FAB method): m/z (rel. int. [%])=584 ([M+H]+, 3), 109 (100); IR (KBr): 2165 cm-1 (C≡N). For f... Reactants: NCCO (2-aminoethanol), FC1=C(C=C(C=C1)C(F)(F)F)[N+](=O)[O-] (1-fluoro-2-nitro-4-(trifluoromethyl)benzene). Solvent: C1CCOC1 (THF). Conditions: time 24 hour. Yields the product [N+](=O)([O-])C1=C(C=CC(=C1)C(F)(F)F)NCCO (2-{[2-nitro-4-(trifluoromethyl)phenyl]amino}ethanol). Yield: 79.9%. As a reaction SMILES: [NH2:1][CH2:2][CH2:3][OH:4].F[C:6]1[CH:11]=[CH:10][C:9]([C:12]([F:15])([F:14])[F:13])=[CH:8][C:7]=1[N+:16]([O-:18])=[O:17]>C1COCC1>[N+:16]([C:7]1[CH:8]=[C:9]([C:12]([F:13])([F:14])[F:15])[CH:10]=[CH:11][C:6]=1[NH:1][CH2:2][CH2:3][OH:4])([O-:18])=[O:17]. Reported procedure: To a stirred solution of 2-aminoethanol (5 ml, 150 mmol) in THF (20 ml), 1-fluoro-2-nitro-4-(trifluoromethyl)benzene (6.9 ml, 50 mmol) was added slowly at 0° C. After the completion of the addition, the reaction mixture was stirred at RT for 24 hrs. THF was evaporated using a rotary evaporator and the residue was extracted using water and ethyl acetate. Ethyl acetate was washed with more water, dried and evaporated to give crystalline 2-aminoethanol derivative (10.0 g, 80%). Starting materials: Br[Zn]c1ccccn1, COc1cc([N+](=O)[O-])ccc1Br, C1CCOC1. Product: COc1cc([N+](=O)[O-])ccc1-c1ccccn1. RXN SMILES: [Br:13][Zn:14][c:15]1[n:16][cH:17][cH:18][cH:19][cH:20]1.[Br:1][c:2]1[c:3]([O:11][CH3:12])[cH:4][c:5]([N+:8](=[O:9])[O-:10])[cH:6][cH:7]1.[CH2:21]1[O:22][CH2:23][CH2:24][CH2:25]1>>[c:2]1(-[c:15]2[n:16][cH:17][cH:18][cH:19][cH:20]2)[c:3]([O:11][CH3:12])[cH:4][c:5]([N+:8](=[O:9])[O-:10])[cH:6][cH:7]1.